The task is: describe an organic reaction: reactants, conditions, products, and yield. This data is from the Open Reaction Database (ORD), a public repository of structured organic reaction records. Starting materials: C1CCOC1, CCOC(C)=O, COc1c(CO)cc(F)cc1OCc1ccccc1, CN(C)C=O, O, O=S(Cl)Cl. Product: COc1c(CCl)cc(F)cc1OCc1ccccc1. Reaction SMILES: [CH2:1]1[O:2][CH2:3][CH2:4][CH2:5]1.[CH3:35][CH2:36][O:37][C:38](=[O:39])[CH3:40].[F:6][c:7]1[cH:8][c:9]([O:17][CH2:18][c:19]2[cH:20][cH:21][cH:22][cH:23][cH:24]2)[c:10]([O:15][CH3:16])[c:11]([CH2:13][OH:14])[cH:12]1.[O:29]=[CH:30][N:31]([CH3:32])[CH3:33].[OH2:34].[S:25]([Cl:26])([Cl:27])=[O:28]>>[F:6][c:7]1[cH:8][c:9]([O:17][CH2:18][c:19]2[cH:20][cH:21][cH:22][cH:23][cH:24]2)[c:10]([O:15][CH3:16])[c:11]([CH2:13][Cl:27])[cH:12]1. Starting materials: CC1C(C1)C(CC#N)=O (3-(2-Methylcyclopropyl)-3-oxopropanenitrile), O.NN (Hydrazine monohydrate). Solvent: C(C)O (ethanol). Reaction conditions: temperature 80 celsius. Product: C[C@@H]1[C@@H](C1)C1=NNC(=C1)N (3-(cis-2-methylcyclopropyl)-1H-pyrazol-5-amine). The yield is 27.7%. As a reaction SMILES: [CH3:1][CH:2]1[CH2:4][CH:3]1[C:5](=O)[CH2:6][C:7]#[N:8].O.[NH2:11][NH2:12]>C(O)C>[CH3:1][C@H:2]1[CH2:4][C@H:3]1[C:5]1[CH:6]=[C:7]([NH2:8])[NH:12][N:11]=1 |f:1.2|. Procedure: 3-(2-Methylcyclopropyl)-3-oxopropanenitrile (0.240 g, 1.95 mmol) was dissolved in dry ethanol (3 mL). Hydrazine monohydrate (0.728 mL, 9.75 mmol) was added, and the reaction mixture was heated to 80° C. for 20 minutes. The reaction mixture was then cooled to room temperature and concentrated. Silica gel chromatography (5% MeOH/DCM) provided a mixture of cis and trans isomers which were separated by chiral HPLC providing 3-(cis-2-methylcyclopropyl)-1H-pyrazol-5-amine (74 mg, 28% for two steps) as... Reactants: BrC1=C2C=NNC2=CC=C1 (4-bromo-1H-indazole), C1(=CC=CC=C1)S(=O)(=O)Cl (Benzenesulfonyl chloride), [H-].[Na+] (NaH). The solvent is C1CCOC1 (THF), C1CCOC1 (THF), C1CCOC1 (THF). Run at temperature 0 celsius, time 1 hour. Yields the product BrC1=C2C=NN(C2=CC=C1)S(=O)(=O)C1=CC=CC=C1 (4-Bromo-1-(phenylsulfonyl)-1H-indazole). As a reaction SMILES: [H-].[Na+].[Br:3][C:4]1[CH:12]=[CH:11][CH:10]=[C:9]2[C:5]=1[CH:6]=[N:7][NH:8]2.[C:13]1([S:19](Cl)(=[O:21])=[O:20])[CH:18]=[CH:17][CH:16]=[CH:15][CH:14]=1>C1COCC1>[Br:3][C:4]1[CH:12]=[CH:11][CH:10]=[C:9]2[C:5]=1[CH:6]=[N:7][N:8]2[S:19]([C:13]1[CH:18]=[CH:17][CH:16]=[CH:15][CH:14]=1)(=[O:21])=[O:20] |f:0.1|. Procedure details: To a stirring suspension of NaH (0.78 g) in anhydrous THF (17.5 ml) at −5° C. was added 4-bromo-1H-indazole (3.5 g) in anhydrous THF (35 ml). Benzenesulfonyl chloride (2.5 ml) in anhydrous THF (17.5 ml) was added dropwise over 10 mins. The reaction was stirred for 1 h at 0° C. then quenched with water. The layers were separated and the aqueous was re-extracted with ethyl acetate. The combined organics were washed with brine, dried over magnesium sulfate, filtered and then evaporated to yield a s... Starting materials: Cc1cc(C)cc(C(=O)c2[nH]c(=O)[nH]c(=O)c2C(C)C)c1, ClCc1ccc2ccccc2n1. The product is Cc1cc(C)cc(C(=O)c2c(C(C)C)c(=O)[nH]c(=O)n2Cc2ccc3ccccc3n2)c1. RXN SMILES: [CH:1]([CH3:2])([CH3:3])[c:4]1[c:5](=[O:21])[nH:6][c:7](=[O:20])[nH:8][c:9]1[C:10]([c:11]1[cH:12][c:13]([CH3:18])[cH:14][c:15]([CH3:17])[cH:16]1)=[O:19].[Cl:22][CH2:23][c:24]1[n:25][c:26]2[cH:27][cH:28][cH:29][cH:30][c:31]2[cH:32][cH:33]1>>[CH:1]([CH3:2])([CH3:3])[c:4]1[c:5](=[O:21])[nH:6][c:7](=[O:20])[n:8]([CH2:23][c:24]2[n:25][c:26]3[cH:27][cH:28][cH:29][cH:30][c:31]3[cH:32][cH:33]2)[c:9]1[C:10]([c:11]1[cH:12][c:13]([CH3:18])[cH:14][c:15]([CH3:17])[cH:16]1)=[O:19]. The reactants are ClC1=CC=C(C=C1)C=1N(C(N(N1)CC#C)=O)C[C@@H](C(F)(F)F)O (5-(4-Chlorophenyl)-2-(prop-2-yn-1-yl)-4-[(2S)-3,3,3-trifluoro-2-hydroxypropyl]-2,4-dihydro-3H-1,2,4-triazol-3-one), [N-]=[N+]=[N-].[Na+] (sodium azide), BrC(C(=O)OC)C1=C(C=CC=C1)Cl (methyl bromo(2-chlorophenyl)acetate). Reagents/catalysts: O.C(C)(=O)[O-].[Cu+2].C(C)(=O)[O-] (copper(II) acetate monohydrate). The solvent is C(C)#N (acetonitrile). Run at time 1 hour. Product: ClC1=C(C=CC=C1)C(C(=O)OC)N1N=NC(=C1)CN1N=C(N(C1=O)C[C@@H](C(F)(F)F)O)C1=CC=C(C=C1)Cl (Methyl (2-chlorophenyl)[4-({3-(4-chlorophenyl)-5-oxo-4-[(2S)-3,3,3-trifluoro-2-hydroxypropyl]-4,5-dihydro-1H-1,2,4-triazol-1-yl}methyl)-1H-1,2,3-triazol-1-yl]acetate). As a reaction SMILES: Br[CH:2]([C:7]1[CH:12]=[CH:11][CH:10]=[CH:9][C:8]=1[Cl:13])[C:3]([O:5][CH3:6])=[O:4].[N-:14]=[N+:15]=[N-:16].[Na+].[Cl:18][C:19]1[CH:24]=[CH:23][C:22]([C:25]2[N:26]([CH2:34][C@H:35]([OH:40])[C:36]([F:39])([F:38])[F:37])[C:27](=[O:33])[N:28]([CH2:30][C:31]#[CH:32])[N:29]=2)=[CH:21][CH:20]=1>C(#N)C.O.C([O-])(=O)C.[Cu+2].C([O-])(=O)C>[Cl:13][C:8]1[CH:9]=[CH:10][CH:11]=[CH:12][C:7]=1[CH:2]([N:14]1[CH:32]=[C:31]([CH2:30][N:28]2[C:27](=[O:33])[N:26]([CH2:34][C@H:35]([OH:40])[C:36]([F:38])([F:37])[F:39])[C:25]([C:22]3[CH:23]=[CH:24][C:19]([Cl:18])=[CH:20][CH:21]=3)=[N:29]2)[N:16]=[N:15]1)[C:3]([O:5][CH3:6])=[O:4] |f:1.2,5.6.7.8|. Procedure details: 361 mg (1.37 mmol) of methyl bromo(2-chlorophenyl)acetate were initially charged in 10 ml of acetonitrile, and 89 mg (1.37 mmol) of sodium azide were added. The mixture was stirred at RT for 1 h. 2.7 mg (0.14 mmol) of copper(II) acetate monohydrate and 569 mg (1.64 mmol) of the compound from Example 14A were then added. The resulting mixture was stirred at 50° C. for 48 h. The reaction mixture was then filtered through a little silica gel, the product being eluted with about 10 ml of ethyl aceta... The reactants are COC=1C=C(C(=O)CN2CCC(CC2)N2C(NC3=CC=CC=C3C2)=O)C=CC1OC (1-(3,4-dimethoxybenzoylmethyl)-4-[3,4-dihydro-2(1H)-quinazolinon-3-yl]-piperidine), [BH4-].[Na+] (sodium borohydride). Solvent: CO (methanol). The product is COC=1C=C(C=CC1OC)C(CN1CCC(CC1)N1C(NC2=CC=CC=C2C1)=O)O (1-[2-(3,4-Dimethoxyphenyl)-2-hydroxyethyl]-4-[3,4-dihydro-2(1H)-quinazolinon-3-yl]-piperidine). Yield: 66.1%. As a reaction SMILES: [CH3:1][O:2][C:3]1[CH:4]=[C:5]([CH:26]=[CH:27][C:28]=1[O:29][CH3:30])[C:6]([CH2:8][N:9]1[CH2:14][CH2:13][CH:12]([N:15]2[CH2:24][C:23]3[C:18](=[CH:19][CH:20]=[CH:21][CH:22]=3)[NH:17][C:16]2=[O:25])[CH2:11][CH2:10]1)=[O:7].[BH4-].[Na+]>CO>[CH3:1][O:2][C:3]1[CH:4]=[C:5]([CH:6]([OH:7])[CH2:8][N:9]2[CH2:10][CH2:11][CH:12]([N:15]3[CH2:24][C:23]4[C:18](=[CH:19][CH:20]=[CH:21][CH:22]=4)[NH:17][C:16]3=[O:25])[CH2:13][CH2:14]2)[CH:26]=[CH:27][C:28]=1[O:29][CH3:30] |f:1.2|. Procedure details: In this example 2.80 g of 1-(3,4-dimethoxybenzoylmethyl)-4-[3,4-dihydro-2(1H)-quinazolinon-3-yl]-piperidine and 150 ml of methanol are mixed and stirred at room temperature. Then, 460 mg of sodium borohydride is added to the stirred mixture over a period of 30 minutes. Thereafter, the mixture is stirred overnight at room temperature. The white crystals deposited are separated by filtration, successively washed with methanol and water and dried to obtain 2.02 g of a crude product. The crude produ... Reactants: C(C)(C)(C)C1=CC(=C(C=C1)C=1N([C@@H]([C@](N1)(C)C1=CC=C(C=C1)Cl)C1=CC=C(C=C1)Cl)C(=O)Cl)OCC ((4S,5R)-2-(4-tert-butyl-2-ethoxy-phenyl)-4,5-bis-(4-chloro-phenyl)-4-methyl-4,5-dihydro-imidazole-1-carbonyl chloride), N1CCNCC1 (piperazine). Yields the product C(C)(C)(C)C1=CC(=C(C=C1)C=1N([C@@H]([C@](N1)(C)C1=CC=C(C=C1)Cl)C1=CC=C(C=C1)Cl)C(=O)N1CCNCC1)OCC ([(4S,5R)-2-(4-tert-Butyl-2-ethoxy-phenyl)-4,5-bis-(4-chloro-phenyl)-4-methyl-4,5-dihydro-imidazol-1-yl]-piperazin-1-yl-methanone). RXN SMILES: [C:1]([C:5]1[CH:10]=[CH:9][C:8]([C:11]2[N:12]([C:31](Cl)=[O:32])[C@H:13]([C:24]3[CH:29]=[CH:28][C:27]([Cl:30])=[CH:26][CH:25]=3)[C@@:14]([C:17]3[CH:22]=[CH:21][C:20]([Cl:23])=[CH:19][CH:18]=3)([CH3:16])[N:15]=2)=[C:7]([O:34][CH2:35][CH3:36])[CH:6]=1)([CH3:4])([CH3:3])[CH3:2].[NH:37]1[CH2:42][CH2:41][NH:40][CH2:39][CH2:38]1>>[C:1]([C:5]1[CH:10]=[CH:9][C:8]([C:11]2[N:12]([C:31]([N:37]3[CH2:42][CH2:41][NH:40][CH2:39][CH2:38]3)=[O:32])[C@H:13]([C:24]3[CH:25]=[CH:26][C:27]([Cl:30])=[CH:28][CH:29]=3)[C@@:14]([C:17]3[CH:22]=[CH:21][C:20]([Cl:23])=[CH:19][CH:18]=3)([CH3:16])[N:15]=2)=[C:7]([O:34][CH2:35][CH3:36])[CH:6]=1)([CH3:4])([CH3:3])[CH3:2]. Procedure: In a manner analogous to the method described in example 5, (4S,5R)-2-(4-tert-butyl-2-ethoxy-phenyl)-4,5-bis-(4-chloro-phenyl)-4-methyl-4,5-dihydro-imidazole-1-carbonyl chloride was reacted with piperazine (Aldrich) to give the title compound. LC-MS: 593.2 [(M+H)+] Reactants: C(=O)(O)C1=CC=C(C=C1)C#CC(=O)NC1=CC=CC=C1 (3 -(4-carboxyphenyl)-N-phenylpropiolamide), C([O-])(O)=O.[Na+] (sodium bicarbonate), CN(C=O)C (N,N-dimethylformamide), ICC (iodoethane). Run in O (water). Product: C(=O)(OCC)C1=CC=C(C=C1)C#CC(=O)NC1=CC=CC=C1 (3-(4-carbethoxyphenyl)-N-phenylpropiolamide). Yield: 89.4%. As a reaction SMILES: [C:1]([C:4]1[CH:9]=[CH:8][C:7]([C:10]#[C:11][C:12]([NH:14][C:15]2[CH:20]=[CH:19][CH:18]=[CH:17][CH:16]=2)=[O:13])=[CH:6][CH:5]=1)([OH:3])=[O:2].C(=O)(O)[O-].[Na+].CN(C)C=O.I[CH2:32][CH3:33]>O>[C:1]([C:4]1[CH:5]=[CH:6][C:7]([C:10]#[C:11][C:12]([NH:14][C:15]2[CH:20]=[CH:19][CH:18]=[CH:17][CH:16]=2)=[O:13])=[CH:8][CH:9]=1)([O:3][CH2:32][CH3:33])=[O:2] |f:1.2|. Reported procedure: A mixture of 1.00 g (3.77 mmol)3 -(4-carboxyphenyl)-N-phenylpropiolamide, 1.00 g (excess) anhydrous sodium bicarbonate and 25 mL dry N,N-dimethylformamide was stirred at room temperature. Added was 1.95 g (excess) iodoethane and the mixture heated at 70°-80° C. for 3 hrs. The mixture was allowed to cool to room temperature and poured into 75 mL water. The resulting solid was filtered and recrystallized from ethanol/water to provide 0.99 g (3.37 mmol, 90%)3-(4-carbethoxyphenyl)-N-phenylpropiolami... Reactants: C(C)(C)(C)C1=CC=C(C=C1)N1CCNCC1 (1-(4-t-butylphenyl)piperazine), ClCCC(=O)Cl (3-chloropropionyl chloride). The product is C(C)(C)(C)C1=CC=C(C=C1)N1CCN(CC1)C(CCCl)=O (1-(4-(4-t-butylphenyl)piperazin-1-yl)-3-chloropropan-1-one). Reaction SMILES: [C:1]([C:5]1[CH:10]=[CH:9][C:8]([N:11]2[CH2:16][CH2:15][NH:14][CH2:13][CH2:12]2)=[CH:7][CH:6]=1)([CH3:4])([CH3:3])[CH3:2].[Cl:17][CH2:18][CH2:19][C:20](Cl)=[O:21]>>[C:1]([C:5]1[CH:6]=[CH:7][C:8]([N:11]2[CH2:16][CH2:15][N:14]([C:20](=[O:21])[CH2:19][CH2:18][Cl:17])[CH2:13][CH2:12]2)=[CH:9][CH:10]=1)([CH3:4])([CH3:2])[CH3:3]. Procedure: A target compound (1.59 g, 5.148 mmol, 76.4%) was yielded as liquid in the same manner as Reference Example 13 by reacting 1-(4-t-butylphenyl)piperazine (1.47 g, 6.732 mmol) with 3-chloropropionyl chloride (647.5 mg, 6.732 mmol) and purifying by separation through column chromatography (EtOAc:hexane:CH2Cl2, 1:1:5). Reactants: BrCc1ccccc1, O=C([O-])[O-], CO, CC(C)=O, CCCCCC, ClCCl, [K+], [K+], NC(=O)c1cccc(O)c1. Product: NC(=O)c1cccc(OCc2ccccc2)c1. As a reaction SMILES: [Br:11][CH2:12][c:13]1[cH:14][cH:15][cH:16][cH:17][cH:18]1.[C:19](=[O:20])([O-:21])[O-:22].[CH3:28][OH:29].[CH3:30][C:31](=[O:32])[CH3:33].[CH3:34][CH2:35][CH2:36][CH2:37][CH2:38][CH3:39].[Cl:25][CH2:26][Cl:27].[K+:23].[K+:24].[OH:1][c:2]1[cH:3][c:4]([C:5](=[O:6])[NH2:7])[cH:8][cH:9][cH:10]1>>[O:1]([c:2]1[cH:3][c:4]([C:5](=[O:6])[NH2:7])[cH:8][cH:9][cH:10]1)[CH2:12][c:13]1[cH:14][cH:15][cH:16][cH:17][cH:18]1.